From a dataset of the Open Reaction Database (ORD), a public repository of structured organic reaction records. describe an organic reaction: reactants, conditions, products, and yield Reagents/catalysts: [Fe] (iron), [Fe] (iron). Yields the product NC1=C(C=C(C=C1)SC1=NNC=N1)N (1,2-diamino-4-(1,2,4-triazol-3-ylthio)benzene). The solvent is O (water). As a reaction SMILES: [NH2:1][C:2]1[CH:7]=[C:6]([S:8][C:9]2[N:13]=[CH:12][NH:11][N:10]=2)[CH:5]=[CH:4][C:3]=1[N+:14]([O-])=O.CO>[Fe].O>[NH2:14][C:3]1[CH:4]=[CH:5][C:6]([S:8][C:9]2[N:13]=[CH:12][NH:11][N:10]=2)=[CH:7][C:2]=1[NH2:1]. Procedure: A mixture of 3.2 g. 2-amino-1-nitro-4-(1,2,4-triazol-3-ylthio)benzene, 3.2 g. of iron powder, 1.6 g. ferrous sulfate in 240 ml. methanol and 60 ml. water is refluxed for 6 hours (with one additional portion of iron being added after 3 hours). The mixture is cooled, filtered and the filtrate stripped under vacuum to yield 1,2-diamino-4-(1,2,4-triazol-3-ylthio)benzene. Reactants: NC1=C(C=CC(=C1)SC1=NNC=N1)[N+](=O)[O-] (2-amino-1-nitro-4-(1,2,4-triazol-3-ylthio)benzene), ferrous sulfate, CO (methanol). The reactants are O1CCOC2=C1C=CC(=C2)C=2C=C(C(=O)O)C=C(C2)OCCCCCCC2=C(C(=CC=C2)OCCCC(=O)OCC)CCC(=O)OCC (3-(2,3-dihydro-benzo[1,4]dioxin-6-yl)-5-{6-[2-(2-ethoxycarbonyl-ethyl)-3-(3-ethoxycarbonyl-propoxy)-phenyl]-hexyloxy}-benzoic acid), CN (methylamine). The product is C(=O)(O)CCC1=C(OCCCC(=O)O)C=CC=C1CCCCCCOC1=CC(=CC(=C1)C(NC)=O)C1=CC2=C(OCCO2)C=C1 (4-(2-(2-Carboxy-ethyl)-3-{6-[3-(2,3-dihydro-benzo[1,4]dioxin-6-yl)-5-methylcarbamoyl-phenoxy]-hexyl}-phenoxy)-butyric acid). RXN SMILES: [O:1]1[C:6]2[CH:7]=[CH:8][C:9]([C:11]3[CH:12]=[C:13]([CH:17]=[C:18]([O:20][CH2:21][CH2:22][CH2:23][CH2:24][CH2:25][CH2:26][C:27]4[CH:32]=[CH:31][CH:30]=[C:29]([O:33][CH2:34][CH2:35][CH2:36][C:37]([O:39]CC)=[O:38])[C:28]=4[CH2:42][CH2:43][C:44]([O:46]CC)=[O:45])[CH:19]=3)[C:14](O)=[O:15])=[CH:10][C:5]=2[O:4][CH2:3][CH2:2]1.[CH3:49][NH2:50]>>[C:44]([CH2:43][CH2:42][C:28]1[C:27]([CH2:26][CH2:25][CH2:24][CH2:23][CH2:22][CH2:21][O:20][C:18]2[CH:17]=[C:13]([C:14](=[O:15])[NH:50][CH3:49])[CH:12]=[C:11]([C:9]3[CH:8]=[CH:7][C:6]4[O:1][CH2:2][CH2:3][O:4][C:5]=4[CH:10]=3)[CH:19]=2)=[CH:32][CH:31]=[CH:30][C:29]=1[O:33][CH2:34][CH2:35][CH2:36][C:37]([OH:39])=[O:38])([OH:46])=[O:45]. Procedure details: The title compound was prepared according to the general procedure described in Example 74 starting from 3-(2,3-dihydro-benzo[1,4]dioxin-6-yl)-5-{6-[2-(2-ethoxycarbonyl-ethyl)-3-(3-ethoxycarbonyl-propoxy)-phenyl]-hexyloxy}-benzoic acid and methylamine. Product: Cc1cc(C(=O)N2Cc3ccc(C(=O)N(C)CC(O)C4OC(=O)OC4C(O)CO)n3Cc3ccccc32)ccc1C1=CCCCC1. Reactants: Cc1cc(C(=O)N2Cc3ccc(C(=O)N(C)CC(O)C(O)C(O)C(O)CO)n3Cc3ccccc32)ccc1C1=CCCCC1, CCOC(C)=O, CCN(C(C)C)C(C)C, ClCCl. As a reaction SMILES: [CH3:1][N:2]([C:3](=[O:4])[c:5]1[cH:6][cH:7][c:8]2[n:14]1[CH2:13][c:12]1[c:11]([cH:18][cH:17][cH:16][cH:15]1)[N:10]([C:19]([c:20]1[cH:21][c:22]([CH3:32])[c:23]([C:26]3=[CH:27][CH2:28][CH2:29][CH2:30][CH2:31]3)[cH:24][cH:25]1)=[O:33])[CH2:9]2)[CH2:34][CH:35]([CH:36]([CH:37]([CH:38]([CH2:39][OH:40])[OH:41])[OH:42])[OH:43])[OH:44].[CH3:54][CH2:55][O:56][C:57](=[O:58])[CH3:59].[CH:45]([N:46]([CH2:47][CH3:48])[CH:49]([CH3:50])[CH3:51])([CH3:52])[CH3:53].[Cl:60][CH2:61][Cl:62]>>[CH3:1][N:2]([C:3](=[O:4])[c:5]1[cH:6][cH:7][c:8]2[n:14]1[CH2:13][c:12]1[c:11]([cH:18][cH:17][cH:16][cH:15]1)[N:10]([C:19]([c:20]1[cH:21][c:22]([CH3:32])[c:23]([C:26]3=[CH:27][CH2:28][CH2:29][CH2:30][CH2:31]3)[cH:24][cH:25]1)=[O:33])[CH2:9]2)[CH2:34][CH:35]([CH:36]1[CH:37]([CH:38]([CH2:39][OH:40])[OH:41])[O:42][C:55](=[O:56])[O:43]1)[OH:44]. Reactants: N(=NC(=O)OCC)C(=O)OCC (diethyl azodicarboxylate), C12CCC(CC1)N2C(C(C)(C)C=2C=C1C(=C(NC1=CC2)C2=CC(=CC(=C2)C)C)[C@@H](CNS(=O)(=O)C2=C(C=C(C=C2)[N+](=O)[O-])[N+](=O)[O-])C)=O ((S)-N-{2-[5-[2-(7-azabicyclo[2.2.1]hept-7-yl)-1,1-dimethyl 2-oxo-ethyl]-2-(3,5-dimethylphenyl)-1H-indol-3-yl]-propyl}-2,4-dinitrobenzenesulfonamide), N=1N=CN(C1)C1=CC=C(C=C1)CCO (2-(4-[1,2,4]triazol-4-yl-phenyl)ethanol), C1(=CC=CC=C1)P(C1=CC=CC=C1)C1=CC=CC=C1 (triphenylphosphine). Reaction conditions: time 1.5 hour. The product is C12CCC(CC1)N2C(C(C)(C)C=2C=C1C(=C(NC1=CC2)C2=CC(=CC(=C2)C)C)[C@@H](CN(S(=O)(=O)C2=C(C=C(C=C2)[N+](=O)[O-])[N+](=O)[O-])CCC2=CC=C(C=C2)N2C=NN=C2)C)=O ((S)-N-{2-[5-[2-(7-azabicyclo[2.2.1]hept-7-yl)-1,1-dimethyl-2-oxo-ethyl]-2-(3,5-dimethylphenyl)-1H-indol-3-yl]propyl}-2,4-dinitro-N-[2-(4-[1,2,4]triazol-4-yl-phenyl)ethyl]benzenesulfonamide). Isolated yield 99.6%. As a reaction SMILES: [CH:1]12[N:7]([C:8](=[O:48])[C:9]([C:12]3[CH:13]=[C:14]4[C:18](=[CH:19][CH:20]=3)[NH:17][C:16]([C:21]3[CH:26]=[C:25]([CH3:27])[CH:24]=[C:23]([CH3:28])[CH:22]=3)=[C:15]4[C@H:29]([CH3:47])[CH2:30][NH:31][S:32]([C:35]3[CH:40]=[CH:39][C:38]([N+:41]([O-:43])=[O:42])=[CH:37][C:36]=3[N+:44]([O-:46])=[O:45])(=[O:34])=[O:33])([CH3:11])[CH3:10])[CH:4]([CH2:5][CH2:6]1)[CH2:3][CH2:2]2.[N:49]1[N:50]=[CH:51][N:52]([C:54]2[CH:59]=[CH:58][C:57]([CH2:60][CH2:61]O)=[CH:56][CH:55]=2)[CH:53]=1.C1(P(C2C=CC=CC=2)C2C=CC=CC=2)C=CC=CC=1.N(C(OCC)=O)=NC(OCC)=O>>[CH:4]12[N:7]([C:8](=[O:48])[C:9]([C:12]3[CH:13]=[C:14]4[C:18](=[CH:19][CH:20]=3)[NH:17][C:16]([C:21]3[CH:26]=[C:25]([CH3:27])[CH:24]=[C:23]([CH3:28])[CH:22]=3)=[C:15]4[C@H:29]([CH3:47])[CH2:30][N:31]([CH2:61][CH2:60][C:57]3[CH:56]=[CH:55][C:54]([N:52]4[CH:53]=[N:49][N:50]=[CH:51]4)=[CH:59][CH:58]=3)[S:32]([C:35]3[CH:40]=[CH:39][C:38]([N+:41]([O-:43])=[O:42])=[CH:37][C:36]=3[N+:44]([O-:46])=[O:45])(=[O:33])=[O:34])([CH3:10])[CH3:11])[CH:1]([CH2:2][CH2:3]1)[CH2:6][CH2:5]2. Reported procedure: To a solution of (S)-N-{2-[5-[2-(7-azabicyclo[2.2.1]hept-7-yl)-1,1-dimethyl 2-oxo-ethyl]-2-(3,5-dimethylphenyl)-1H-indol-3-yl]-propyl}-2,4-dinitrobenzenesulfonamide (0.197 g in 6 mL dry benzene:N,N-dimethylformamide, 2:1) was added 0.083 g 2-(4-[1,2,4]triazol-4-yl-phenyl)ethanol followed by 0.115 g triphenylphosphine and 0.069 mL of diethyl azodicarboxylate added dropwise. After 1.5 hours, the mixture was concentrated and the crude reaction product purified by flash chromatography on silica gel ... Run in CN(C=O)C (dimethylformamide). Run at temperature 0 celsius, time 3 hour. Reported procedure: 0.35 g of 4-(1-fluoro 2-phenyl cyclopropyl) benzoic acid (mixture (B)), obtained according to Preparation 1, and 20 cm3 of dichloromethane are mixed together under an inert gas atmosphere, the mixture is cooled down to 0° C., 0.207 g of commercial oxalyl chloride and 0.01 cm3 of dimethylformamide are added, the whole is agitated for 3 hours at 20-250° C. and brought to dryness in order to collect the acid chloride. Starting materials: FC1(C(C1)C1=CC=CC=C1)C1=CC=C(C(=O)O)C=C1 (4-(1-fluoro 2-phenyl cyclopropyl) benzoic acid), FC1(C(C1)C1=CC=CC=C1)C1=CC=C(C(=O)O)C=C1 (4-(1-fluoro 2-phenyl cyclopropyl) benzoic acid), C(C(=O)Cl)(=O)Cl (oxalyl chloride), ClCCl (dichloromethane). As a reaction SMILES: [F:1][C:2]1([C:11]2[CH:19]=[CH:18][C:14]([C:15](O)=[O:16])=[CH:13][CH:12]=2)[CH2:4][CH:3]1[C:5]1[CH:10]=[CH:9][CH:8]=[CH:7][CH:6]=1.[Cl:20]CCl.C(Cl)(=O)C(Cl)=O>CN(C)C=O>[F:1][C:2]1([C:11]2[CH:19]=[CH:18][C:14]([C:15]([Cl:20])=[O:16])=[CH:13][CH:12]=2)[CH2:4][CH:3]1[C:5]1[CH:10]=[CH:9][CH:8]=[CH:7][CH:6]=1. Yields the product FC1(C(C1)C1=CC=CC=C1)C1=CC=C(C(=O)Cl)C=C1 (4-(1-fluoro 2-phenyl cyclopropyl) benzoic acid chloride). Reactants: N12CC(C(CC1)CC2)O (3-Quinuclidinol), COC1=CC=C(C=C1)N=C=O (4-methoxyphenyl isocyanate). Product: N12CC(C(CC1)CC2)OC(NC2=CC=C(C=C2)OC)=O (N-(4-Methoxyphenyl)carbamic Acid 1-azabicyclo[2.2.2]octan-3-yl Ester). Yield: 43.0%. Reaction SMILES: [N:1]12[CH2:8][CH2:7][CH:4]([CH2:5][CH2:6]1)[CH:3]([OH:9])[CH2:2]2.[CH3:10][O:11][C:12]1[CH:17]=[CH:16][C:15]([N:18]=[C:19]=[O:20])=[CH:14][CH:13]=1>>[N:1]12[CH2:8][CH2:7][CH:4]([CH2:5][CH2:6]1)[CH:3]([O:9][C:19](=[O:20])[NH:18][C:15]1[CH:14]=[CH:13][C:12]([O:11][CH3:10])=[CH:17][CH:16]=1)[CH2:2]2. Reported procedure: 3-Quinuclidinol and 4-methoxyphenyl isocyanate were used. The solid which precipitated from the reaction mixture was recrystallized from ethyl acetate to afford the title compound (43%) as a white solid: mp 159.5-160.5° C.; FAB LRMS m /z (relative intensity, %) 277 (MH+, 16), 110 (100). Starting materials: C(C)(C)(C)OC(=O)N1[C@H](C[C@H](C1)OS(=O)(=O)C1=CC=C(C=C1)C)COC(C1=CC=C(C=C1)OC)(C1=CC=C(C=C1)OC)C1=CC=CC=C1 ((2R,4R)-1-(tert-Butyloxycarbonyl)-2-(4,4'-Dimethoxytrityl) oxymethyl-4-[(p-toluenesulfonyl)oxy]pyrrolidine), [N-]=[N+]=[N-].[Na+] (sodium azide). Run in CN(C=O)C (dimethylformamide), O (water). Conditions: temperature 80 celsius. Product: C(C)(C)(C)OC(=O)N1[C@H](C[C@@H](C1)N=[N+]=[N-])COC(C1=CC=C(C=C1)OC)(C1=CC=C(C=C1)OC)C1=CC=CC=C1 ((2R,4S)-1-(tert-Butyloxycarbonyl)-2-(4,4'-Dimethoxytrityl) oxymethyl-4-azido-pyrrolidine). Isolated yield 92.0%. Reaction SMILES: [C:1]([O:5][C:6]([N:8]1[CH2:12][C@H:11](OS(C2C=CC(C)=CC=2)(=O)=O)[CH2:10][C@@H:9]1[CH2:24][O:25][C:26]([C:43]1[CH:48]=[CH:47][CH:46]=[CH:45][CH:44]=1)([C:35]1[CH:40]=[CH:39][C:38]([O:41][CH3:42])=[CH:37][CH:36]=1)[C:27]1[CH:32]=[CH:31][C:30]([O:33][CH3:34])=[CH:29][CH:28]=1)=[O:7])([CH3:4])([CH3:3])[CH3:2].[N-:49]=[N+:50]=[N-:51].[Na+]>CN(C)C=O.O>[C:1]([O:5][C:6]([N:8]1[CH2:12][C@@H:11]([N:49]=[N+:50]=[N-:51])[CH2:10][C@@H:9]1[CH2:24][O:25][C:26]([C:43]1[CH:48]=[CH:47][CH:46]=[CH:45][CH:44]=1)([C:35]1[CH:36]=[CH:37][C:38]([O:41][CH3:42])=[CH:39][CH:40]=1)[C:27]1[CH:32]=[CH:31][C:30]([O:33][CH3:34])=[CH:29][CH:28]=1)=[O:7])([CH3:4])([CH3:2])[CH3:3] |f:1.2|. Procedure: (2R,4R)-1-(tert-Butyloxycarbonyl)-2-(4,4'-Dimethoxytrityl)oxymethyl-4-[(p-toluenesulfonyl)oxy]pyrrolidine 39 (5.1 g, 7.58 mmol) was dissolved in dimethylformamide (50 ml) and diluted with water (5 ml ). To this stirred solution was added sodium azide (0.65 g, 10 mmol) and heated at 80° C. for 8 h. It was cooled and evaporated to dryness. The residue was partitioned between CH2Cl2 (200 ml) and water (100 ml), and extracted in CH2Cl2. The organic extract was washed with brine (50 ml), dried over N...